From a dataset of the Open Reaction Database (ORD), a public repository of structured organic reaction records. describe an organic reaction: reactants, conditions, products, and yield The reactants are C1CCOC1, COC(=O)c1cccc2[nH]c(-c3n[nH]cc3NC(=O)c3c(F)cccc3F)nc12, [Li+], [OH-], O, O. Product: O=C(Nc1c[nH]nc1-c1nc2c(C(=O)O)cccc2[nH]1)c1c(F)cccc1F. Reaction SMILES: [CH2:33]1[O:34][CH2:35][CH2:36][CH2:37]1.[CH3:1][O:2][C:3](=[O:4])[c:5]1[cH:6][cH:7][cH:8][c:9]2[nH:10][c:11](-[c:14]3[n:15][nH:16][cH:17][c:18]3[NH:19][C:20]([c:21]3[c:22]([F:28])[cH:23][cH:24][cH:25][c:26]3[F:27])=[O:29])[n:12][c:13]12.[Li+:32].[OH-:31].[OH2:30].[OH2:38]>>[O:2]=[C:3]([OH:4])[c:5]1[cH:6][cH:7][cH:8][c:9]2[nH:10][c:11](-[c:14]3[n:15][nH:16][cH:17][c:18]3[NH:19][C:20]([c:21]3[c:22]([F:28])[cH:23][cH:24][cH:25][c:26]3[F:27])=[O:29])[n:12][c:13]12.